Dataset: the Open Reaction Database (ORD), a public repository of structured organic reaction records. Task: describe an organic reaction: reactants, conditions, products, and yield Reactants: Cn1c(N2CCN(CCCO)CC2)cc(=O)n(C)c1=O, O=[N+]([O-])c1ccc(O)c(Cl)c1, CCOC(=O)N=NC(=O)OCC, C1CCOC1, c1ccc(P(c2ccccc2)c2ccccc2)cc1. The product is Cn1c(N2CCN(CCCOc3ccc([N+](=O)[O-])cc3Cl)CC2)cc(=O)n(C)c1=O. Reaction SMILES: [CH3:12][n:13]1[c:14](=[O:31])[n:15]([CH3:30])[c:16](=[O:29])[cH:17][c:18]1[N:19]1[CH2:20][CH2:21][N:22]([CH2:25][CH2:26][CH2:27][OH:28])[CH2:23][CH2:24]1.[Cl:1][c:2]1[c:3]([OH:11])[cH:4][cH:5][c:6]([N+:8](=[O:9])[O-:10])[cH:7]1.[O:51]=[C:52]([O:53][CH2:54][CH3:55])[N:56]=[N:57][C:58]([O:59][CH2:60][CH3:61])=[O:62].[O:63]1[CH2:64][CH2:65][CH2:66][CH2:67]1.[c:32]1([P:33]([c:34]2[cH:35][cH:36][cH:37][cH:38][cH:39]2)[c:40]2[cH:41][cH:42][cH:43][cH:44][cH:45]2)[cH:46][cH:47][cH:48][cH:49][cH:50]1>>[Cl:1][c:2]1[c:3]([O:11][CH2:27][CH2:26][CH2:25][N:22]2[CH2:21][CH2:20][N:19]([c:18]3[n:13]([CH3:12])[c:14](=[O:31])[n:15]([CH3:30])[c:16](=[O:29])[cH:17]3)[CH2:24][CH2:23]2)[cH:4][cH:5][c:6]([N+:8](=[O:9])[O-:10])[cH:7]1. The reactants are OC1=CC=C(OC(C(=O)NC)CC)C=C1 ((RS)-2-(4-hydroxy-phenoxy)-N-methyl-butyramide), ClC=1C=C(CBr)C=CC1 (3-chloro-benzylbromide), C([O-])([O-])=O.[K+].[K+] (potassium carbonate). Run in CC(CC)=O (2-butanone). The product is ClC=1C=C(COC2=CC=C(OC(C(=O)NC)CC)C=C2)C=CC1 ((RS)-2-[4-(3-chloro-benzyloxy)-phenoxy]-N-methyl-butyramide). RXN SMILES: [OH:1][C:2]1[CH:15]=[CH:14][C:5]([O:6][CH:7]([CH2:12][CH3:13])[C:8]([NH:10][CH3:11])=[O:9])=[CH:4][CH:3]=1.[Cl:16][C:17]1[CH:18]=[C:19]([CH:22]=[CH:23][CH:24]=1)[CH2:20]Br.C(=O)([O-])[O-].[K+].[K+]>CC(=O)CC>[Cl:16][C:17]1[CH:18]=[C:19]([CH:22]=[CH:23][CH:24]=1)[CH2:20][O:1][C:2]1[CH:3]=[CH:4][C:5]([O:6][CH:7]([CH2:12][CH3:13])[C:8]([NH:10][CH3:11])=[O:9])=[CH:14][CH:15]=1 |f:2.3.4|. Procedure details: In analogy to the procedure described in Example 3b), the alkylation of (RS)-2-(4-hydroxy-phenoxy)-N-methyl-butyramide with 3-chloro-benzylbromide in 2-butanone using potassium carbonate as the base yielded the (RS)-2-[4-(3-chloro-benzyloxy)-phenoxy]-N-methyl-butyramide as a white solid; MS: m/e=334 (M+H)+. The reactants are C(C)(C)(C)OC(=O)N1C[C@H]([C@@H](CC1)NCC1=CC=CC=C1)F (trans-4-benzylamino-3-fluoro-piperidine-1-carboxylic acid tert-butyl ester), C(=O)[O-].[NH4+] (ammonium formate). The reagents and catalysts are [Pd] (palladium on activated carbon). The solvent is CO (methanol). Run at temperature 50 celsius, time 1 hour. Yields the product C(C)(C)(C)OC(=O)N1C[C@H]([C@@H](CC1)N)F (trans-4-amino-3-fluoro-piperidine-1-carboxylic acid tert-butyl ester). Yield: 98.1%. As a reaction SMILES: [C:1]([O:5][C:6]([N:8]1[CH2:13][CH2:12][C@@H:11]([NH:14]CC2C=CC=CC=2)[C@H:10]([F:22])[CH2:9]1)=[O:7])([CH3:4])([CH3:3])[CH3:2].C([O-])=O.[NH4+]>CO.[Pd]>[C:1]([O:5][C:6]([N:8]1[CH2:13][CH2:12][C@@H:11]([NH2:14])[C@H:10]([F:22])[CH2:9]1)=[O:7])([CH3:4])([CH3:2])[CH3:3] |f:1.2|. Procedure details: A stirred solution of trans-4-benzylamino-3-fluoro-piperidine-1-carboxylic acid tert-butyl ester (0.170 g, 0.551 mmol) in methanol (2 ml) and was treated with ammonium formate (0.139 g, 2.20 mmol) and 10% palladium on activated carbon (0.059 g, 0.055 mmol) and stirred at 50° C. for one hour. The mixture was then filtered through Celite, washed with copious methanol and concentrated under vacuum to give 118 mg (100%) of trans-4-amino-3-fluoro-piperidine-1-carboxylic acid tert-butyl ester that was... Reactants: BrCc1ccccc1, C1CCNCC1, ClCC1CCN(Cc2ccccc2)CC1, CC#N, CCN(C(C)C)C(C)C, OCC1CCNCC1. Product: c1ccc(CN2CCCCC2)cc1. As a reaction SMILES: [Br:30][CH2:31][c:32]1[cH:33][cH:34][cH:35][cH:36][cH:37]1.[CH2:1]1[CH2:2][CH2:3][NH:4][CH2:5][CH2:6]1.[CH2:7]([c:8]1[cH:9][cH:10][cH:11][cH:12][cH:13]1)[N:14]1[CH2:15][CH2:16][CH:17]([CH2:20][Cl:21])[CH2:18][CH2:19]1.[CH3:47][C:48]#[N:49].[CH:38]([N:39]([CH2:40][CH3:41])[CH:42]([CH3:43])[CH3:44])([CH3:45])[CH3:46].[OH:22][CH2:23][CH:24]1[CH2:25][CH2:26][NH:27][CH2:28][CH2:29]1>>[CH2:7]([c:8]1[cH:9][cH:10][cH:11][cH:12][cH:13]1)[N:14]1[CH2:15][CH2:16][CH2:17][CH2:18][CH2:19]1. RXN SMILES: Br[C:2]1[CH:3]=[N:4][N:5]2[C:10]([C:11]3[CH:12]=[N:13][CH:14]=[CH:15][CH:16]=3)=[CH:9][CH:8]=[N:7][C:6]=12.[CH3:17][N:18](C)C=O>>[N:13]1[CH:14]=[CH:15][CH:16]=[C:11]([C:10]2[N:5]3[N:4]=[CH:3][C:2]([C:17]#[N:18])=[C:6]3[N:7]=[CH:8][CH:9]=2)[CH:12]=1. The product is N1=CC(=CC=C1)C1=CC=NC=2N1N=CC2C#N (7-(3-Pyridyl)pyrazolo[1,5-a]pyrimidine-3-carbonitrile). Reported procedure: A mixture of 1.0 g. of 3-bromo-7-(3-pyridyl)pyrazolo[1,5-a]pyrimidine and 0.50 g. of cuprous cyanide in 25 ml. of N,N-dimethylformamide is heated at reflux temperature for 16 hours. The solvent is removed in vacuo and the residue is triturated with dichloromethane. The dichloromethane solution is passed through a column of hydrous magnesium silicate. The eluent is concentrated and hexane added to give the product of the example as tan crystals, m.p. 258°-260° C. Reactants: BrC=1C=NN2C1N=CC=C2C=2C=NC=CC2 (3-bromo-7-(3-pyridyl)pyrazolo[1,5-a]pyrimidine), cuprous cyanide, CN(C=O)C (N,N-dimethylformamide). Starting materials: CN(C)CC=1OC=CC1C (2-dimethylaminomethyl-3-methylfuran), C=O (paraformaldehyde), C(Cl)(Cl)Cl (chloroform), Cl (HCl), C=O (paraformaldehyde). Reagents/catalysts: [Cl-].[Zn+2].[Cl-] (zinc chloride). Conditions: time 15 minute. Product: ClCC=1OC(=CC1C)CN(C)C (2-Chloromethyl-5-dimethylaminomethyl-3-methylfuran). As a reaction SMILES: [CH3:1][N:2]([CH2:4][C:5]1[O:6][CH:7]=[CH:8][C:9]=1C)[CH3:3].[CH2:11]=O.Cl.[CH:14]([Cl:17])(Cl)Cl>[Cl-].[Zn+2].[Cl-]>[Cl:17][CH2:14][C:7]1[O:6][C:5]([CH2:4][N:2]([CH3:1])[CH3:3])=[CH:9][C:8]=1[CH3:11] |f:4.5.6|. Procedure details: To a solution of 2-dimethylaminomethyl-3-methylfuran (6.5 g; 37.0 mmoles) [prepared in Step A] in 250 ml of chloroform was added paraformaldehyde (1.67 g; 55.7 mmoles) and zinc chloride (312 mg), and a slow stream of HCl gas was bubbled through while stirring at ambient temperature for 15 minutes. Stirring was continued for 2 hours, then HCl gas was bubbled through for 15 minutes and the mixture stirred for 1 hour. At this time additional paraformaldehyde (1.67 g; 55.7 mmoles) was added to the r... The reactants are O=C([O-])O, COCCNCCOc1cc2ncnc(Oc3ccccc3)c2cc1OC, Cl, [Na+]. Yields the product COCCNCCOc1cc2nc[nH]c(=O)c2cc1OC. Reaction SMILES: [C:28](=[O:29])([O-:30])[OH:31].[CH3:1][O:2][c:3]1[cH:4][c:5]2[c:6]([O:21][c:22]3[cH:23][cH:24][cH:25][cH:26][cH:27]3)[n:7][cH:8][n:9][c:10]2[cH:11][c:12]1[O:13][CH2:14][CH2:15][NH:16][CH2:17][CH2:18][O:19][CH3:20].[ClH:33].[Na+:32]>>[CH3:1][O:2][c:3]1[cH:4][c:5]2[c:6](=[O:21])[nH:7][cH:8][n:9][c:10]2[cH:11][c:12]1[O:13][CH2:14][CH2:15][NH:16][CH2:17][CH2:18][O:19][CH3:20]. Reactants: CCOC(=O)C (EtOAc), BrC=1C=C(C(=O)OC)C=CC1C(C)(C)C (Methyl 3-bromo-4-tert-butylbenzoate), C(=C)(C)B1OC(C)(C)C(C)(C)O1 (isopropenylboronic acid pinacol ester), C([O-])([O-])=O.[K+].[K+] (Potassium carbonate). The reagents and catalysts are C=1C=CC(=CC1)[P](C=2C=CC=CC2)(C=3C=CC=CC3)[Pd]([P](C=4C=CC=CC4)(C=5C=CC=CC5)C=6C=CC=CC6)([P](C=7C=CC=CC7)(C=8C=CC=CC8)C=9C=CC=CC9)[P](C=1C=CC=CC1)(C=1C=CC=CC1)C=1C=CC=CC1 (Pd(PPh3)4). The solvent is [Cl-].[Na+].O (brine), C1(=CC=CC=C1)C (toluene). Conditions: temperature 100 celsius, time 24 hour. Product: C(C)(C)(C)C1=C(C=C(C(=O)OC)C=C1)C(=C)C (Methyl 4-tert-butyl-3-(prop-1-en-2-yl)benzoate). The yield is 88.0%. Reaction SMILES: Br[C:2]1[CH:3]=[C:4]([CH:9]=[CH:10][C:11]=1[C:12]([CH3:15])([CH3:14])[CH3:13])[C:5]([O:7][CH3:8])=[O:6].[C:16](B1OC(C)(C)C(C)(C)O1)([CH3:18])=[CH2:17].C(=O)([O-])[O-].[K+].[K+].CCOC(C)=O>C1(C)C=CC=CC=1.[Cl-].[Na+].O.C1C=CC([P]([Pd]([P](C2C=CC=CC=2)(C2C=CC=CC=2)C2C=CC=CC=2)([P](C2C=CC=CC=2)(C2C=CC=CC=2)C2C=CC=CC=2)[P](C2C=CC=CC=2)(C2C=CC=CC=2)C2C=CC=CC=2)(C2C=CC=CC=2)C2C=CC=CC=2)=CC=1>[C:12]([C:11]1[CH:10]=[CH:9][C:4]([C:5]([O:7][CH3:8])=[O:6])=[CH:3][C:2]=1[C:16]([CH3:18])=[CH2:17])([CH3:15])([CH3:14])[CH3:13] |f:2.3.4,7.8.9,^1:53,55,74,93|. Procedure details: Methyl 3-bromo-4-tert-butylbenzoate (500 mg, 1.80 mmol, prepared according to the procedure of Hambley T. W. et al. Aust. J. Chem., 1990, 43, 807-814) and commercially available isopropenylboronic acid pinacol ester (0.693 mL, 3.6 mmol) were suspended in toluene (7 mL). Potassium carbonate (765 mg, 5.5 mmol) was added followed by Pd(PPh3)4 (213 mg, 0.180 mmol). The resulting mixture was heated to 100° C. and stirred for 24 hours. After cooling to room temperature, the mixture was treated with Et...